This data is from the Open Reaction Database (ORD), a public repository of structured organic reaction records. The task is: describe an organic reaction: reactants, conditions, products, and yield The reactants are CC1(OCCO1)C1=CC=C(C=C1)Br (2-methyl-2-(p-bromophenyl)-1,3-dioxolane), CC(CO)(C)C (2,2-dimethylpropanol), [Mg] (magnesium), O1COCC1 (dioxolane). Product: CC1(OCCO1)C1=CC=C(C=C1)C(C(C)(C)C)O (2-methyl-2-(4-[1-hydroxy-2,2-dimethylpropyl]-phenyl)-1,3-dioxolane). Procedure: In 250 milliliters of tetrahydrofuran, 118 grams of the above dioxolane is dissolved. One quarter of this solution is then added to 12 grams of magnesium, previously washed with chloroform, and refluxed with tetrahydrofuran for 20 minutes; and this mixture is refluxed 4 hours to initiate reaction. Additional dioxolane solution is thereafter added to maintain the refluxing without further heating. After the addition has been completed, 35 grams of 2,2-dimethylpropanol is added and the mixture is ... The solvent is O1CCCC1 (tetrahydrofuran), O1CCCC1 (Tetrahydrofuran). Conditions: time 8 hour. As a reaction SMILES: [CH3:1][C:2]1([C:7]2[CH:12]=[CH:11][C:10](Br)=[CH:9][CH:8]=2)[O:6][CH2:5][CH2:4][O:3]1.[Mg].O1CCOC1.[CH3:20][C:21]([CH3:25])([CH3:24])[CH2:22][OH:23]>O1CCCC1>[CH3:1][C:2]1([C:7]2[CH:12]=[CH:11][C:10]([CH:22]([OH:23])[C:21]([CH3:25])([CH3:24])[CH3:20])=[CH:9][CH:8]=2)[O:6][CH2:5][CH2:4][O:3]1. Starting materials: ClC1=CC=C(C=C1)C(C1=C(C=C(C=C1)OC)O)=N (4'-chloro-2-hydroxy-4-methoxy-benzophenone imine), C(C)O (ethanol), Cl.C(C)OC(C(C(=O)OCC)N)=O (aminomalonic acid diethyl ester hydrochloride). The solvent is N1=CC=CC=C1 (pyridine). Product: C(C)OC(C(C(=O)OCC)N=C(C1=C(C=C(C=C1)OC)O)C1=CC=C(C=C1)Cl)=O ({[2-hydroxy-4-methoxy-α-(4-chlorophenyl)benzyliden]amino}malonic acid diethyl ester). RXN SMILES: [Cl:1][C:2]1[CH:7]=[CH:6][C:5]([C:8](=[NH:18])[C:9]2[CH:14]=[CH:13][C:12]([O:15][CH3:16])=[CH:11][C:10]=2[OH:17])=[CH:4][CH:3]=1.C(O)C.Cl.[CH2:23]([O:25][C:26](=[O:34])[CH:27](N)[C:28]([O:30][CH2:31][CH3:32])=[O:29])[CH3:24]>N1C=CC=CC=1>[CH2:23]([O:25][C:26](=[O:34])[CH:27]([N:18]=[C:8]([C:5]1[CH:4]=[CH:3][C:2]([Cl:1])=[CH:7][CH:6]=1)[C:9]1[CH:14]=[CH:13][C:12]([O:15][CH3:16])=[CH:11][C:10]=1[OH:17])[C:28]([O:30][CH2:31][CH3:32])=[O:29])[CH3:24] |f:2.3|. Procedure details: 10.5 G. of 4'-chloro-2-hydroxy-4-methoxy-benzophenone imine in 60 ml. of ethanol is reacted with 12.6 g. of aminomalonic acid diethyl ester hydrochloride and 5.0 ml. of pyridine in accordance with the procedure described in Example 2. After a single recrystallization of the crude product from ethanol, there is obtained {[2-hydroxy-4-methoxy-α-(4-chlorophenyl)benzyliden]amino}malonic acid diethyl ester, having a melting point of 73°-75° C. The yield is 71.4%. The product is FC=1C=C(C=C(C1)C(F)(F)F)C(CC1=CC=CC=C1)(N)C=1OC(=CC1)C (1-(3-fluoro-5-(trifluoromethyl)phenyl)-1-(5-methylfuran-2-yl)-2-phenylethanamine), brownish gum. The reactants are FC=1C=C(C#N)C=C(C1)C(F)(F)F (3-fluoro-5-trifluoromethyl-benzonitrile), C[Si](C)(C)Cl (TMSCl), CC=1OC=CC1 (2-methylfuran), [Li]CCCC (nBuLi), C(C1=CC=CC=C1)[Mg]Cl (benzylmagnesium chloride). Procedure: To an oven-dried round bottomed flask was added 2-methylfuran (0.5 mL, 5.58 mmol) in Et2O (4 mL) at −30° C. nBuLi (2.5 M in hexanes, 0.95 ml, 2.38 mmol, 1.17 eq) was added dropwise at −30° C. under N2. The reaction mixture was slowly warmed up to room temperature and stirred at room temperature overnight. To the resulting light tan solution, cooled at −40° C., was added an Et2O solution (5 mL) of 3-fluoro-5-trifluoromethyl-benzonitrile (1.05 g, 5.58 mmol), added dropwise. The resulting solution ... Run at time 8 hour. Reaction SMILES: [CH3:1][C:2]1[O:3][CH:4]=[CH:5][CH:6]=1.[Li]CCCC.[F:12][C:13]1[CH:14]=[C:15]([CH:18]=[C:19]([C:21]([F:24])([F:23])[F:22])[CH:20]=1)[C:16]#[N:17].C[Si](Cl)(C)C.[CH2:30]([Mg]Cl)[C:31]1[CH:36]=[CH:35][CH:34]=[CH:33][CH:32]=1>CCOCC>[F:12][C:13]1[CH:14]=[C:15]([C:16]([C:4]2[O:3][C:2]([CH3:1])=[CH:6][CH:5]=2)([NH2:17])[CH2:30][C:31]2[CH:36]=[CH:35][CH:34]=[CH:33][CH:32]=2)[CH:18]=[C:19]([C:21]([F:22])([F:23])[F:24])[CH:20]=1. The solvent is CCOCC (Et2O), CCOCC (Et2O). Reactants: C[Si](N[Si](C)(C)C)(C)C (1,1,1,3,3,3-hexamethyldisilazane), [Li]CCCC (n-BuLi), CCCCCC (hexane), BrC=1C=CC=2C3=C(C(NC2C1)=O)CCC3 (7-Bromo-1,2,3,5-tetrahydrocyclopenta[c]quinolin-4-one), N1CCOCC1 (morpholine), C1(=C(C=CC=C1)P(C1=C(C=CC=C1)C)C1=C(C=CC=C1)C)C (tri-o-tolylphosphine). Reagents/catalysts: [Pd](Cl)Cl (palladium dichloride). The solvent is C(C)(=O)OCC (ethyl acetate), C1(=CC=CC=C1)C (toluene). Reaction conditions: temperature 0 celsius, time 15 minute. The product is N1(CCOCC1)C=1C=CC=2C3=C(C(NC2C1)=O)CCC3 (7-(4-Morpholinyl)-1,2,3,5-tetrahydrocyclopenta[c]quinolin-4-one). Yield: 86.6%. Reaction SMILES: C[Si](C)(C)N[Si](C)(C)C.[Li]CCCC.CCCCCC.Br[C:22]1[CH:23]=[CH:24][C:25]2[C:26]3[CH2:35][CH2:34][CH2:33][C:27]=3[C:28](=[O:32])[NH:29][C:30]=2[CH:31]=1.[NH:36]1[CH2:41][CH2:40][O:39][CH2:38][CH2:37]1.C1(C)C=CC=CC=1P(C1C=CC=CC=1C)C1C=CC=CC=1C>C1(C)C=CC=CC=1.C(OCC)(=O)C.[Pd](Cl)Cl>[N:36]1([C:22]2[CH:23]=[CH:24][C:25]3[C:26]4[CH2:35][CH2:34][CH2:33][C:27]=4[C:28](=[O:32])[NH:29][C:30]=3[CH:31]=2)[CH2:41][CH2:40][O:39][CH2:38][CH2:37]1. Procedure details: A solution of 1,1,1,3,3,3-hexamethyldisilazane (2.6 ml, 12.5 mmol) in toluene (100 ml) is mixed at 0° C. with 1.6 M of n-BuLi in hexane (7.5 ml, 12.0 mmol) and stirred for 15 minutes at 0° C. 7-Bromo-1,2,3,5-tetrahydrocyclopenta[c]quinolin-4-one (1.34 g, 5.0 mmol), morpholine (0.65 ml, 7.5 mmol), palladium dichloride (44 mg, 0.25 mmol) and tri-o-tolylphosphine (152 mg, 0.5 mmol) are added to it. The batch is refluxed for 5 hours, diluted with ethyl acetate, washed with saturated NaCl, dried (Na2...